Dataset: the Open Reaction Database (ORD), a public repository of structured organic reaction records. Task: describe an organic reaction: reactants, conditions, products, and yield Yields the product COS(=O)(=O)[O-].C(OCCCC)(OC1=CC=C(C=C1)[S+](C)C)=O (butyl p-dimethylsulfoniophenyl carbonate methylsulfate), C[S+](C1=CC=C(C=C1)O)C.COS(=O)(=O)[O-] (p-dimethylsulfoniophenol methylsulfate). Reaction SMILES: C(=O)([O-])[O-].[K+].[K+].[CH3:7][O:8][S:9]([O-:12])(=[O:11])=[O:10].[C:13](=[O:29])([O:19][C:20]1[CH:25]=[CH:24][C:23]([S+:26]([CH3:28])[CH3:27])=[CH:22][CH:21]=1)[O:14][C:15]([CH3:18])(C)C.[CH3:30][S+:31]([CH3:39])[C:32]1[CH:37]=[CH:36][C:35]([OH:38])=[CH:34][CH:33]=1.[CH3:40][O:41][S:42]([O-:45])(=[O:44])=[O:43]>>[CH3:7][O:8][S:9]([O-:12])(=[O:11])=[O:10].[C:13](=[O:29])([O:19][C:20]1[CH:21]=[CH:22][C:23]([S+:26]([CH3:27])[CH3:28])=[CH:24][CH:25]=1)[O:14][CH2:15][CH2:18][CH2:32][CH3:33].[CH3:30][S+:31]([CH3:39])[C:32]1[CH:37]=[CH:36][C:35]([OH:38])=[CH:34][CH:33]=1.[CH3:40][O:41][S:42]([O-:45])(=[O:44])=[O:43] |f:0.1.2,3.4,5.6,7.8,9.10|. Reactants: C([O-])([O-])=O.[K+].[K+] (potassium carbonate), COS(=O)(=O)[O-].C(OC(C)(C)C)(OC1=CC=C(C=C1)[S+](C)C)=O (tert-butyl p-dimethylsulfoniophenyl carbonate methylsulfate), C[S+](C1=CC=C(C=C1)O)C.COS(=O)(=O)[O-] (p-dimethylsulfoniophenol methylsulfate). Procedure: The procedure of Example 7 was repeated with the exception that potassium carbonate was not used. The amount of the sulfonuim compound obtained was 2.99 g. An NMR analysis showed that the sulfonuim compound was a 33:67 (mol/mol) mixture of tert-butyl p-dimethylsulfoniophenyl carbonate methylsulfate and p-dimethylsulfoniophenol methylsulfate. The yields of butyl p-dimethylsulfoniophenyl carbonate methylsulfate and p-dimethylsulfoniophenol methylsulfate were 33% and 67%, respectively. Starting materials: BrCC(=O)C=1C=C(SC1C)C(=S)OC (Methyl 4-(2-bromoacetyl)-5-methylthiothiophene-2-carboxylate), FC1=C(C=CC=C1)NC(=S)N (2-fluorophenyl thiourea). The product is Br.FC1=C(C=CC=C1)NC=1SC=C(N1)C=1C=C(SC1C)C(=S)OC (methyl 4-{2-[(2-fluorophenyl)amino](1,3-thiazol-4-yl)}-5-methylthiothiophene-2-carboxylate hydrobromide). Yield: 70.0%. Reaction SMILES: [Br:1][CH2:2][C:3]([C:5]1[CH:6]=[C:7]([C:11]([O:13][CH3:14])=[S:12])[S:8][C:9]=1[CH3:10])=O.[F:15][C:16]1[CH:21]=[CH:20][CH:19]=[CH:18][C:17]=1[NH:22][C:23]([NH2:25])=[S:24]>>[BrH:1].[F:15][C:16]1[CH:21]=[CH:20][CH:19]=[CH:18][C:17]=1[NH:22][C:23]1[S:24][CH:2]=[C:3]([C:5]2[CH:6]=[C:7]([C:11]([O:13][CH3:14])=[S:12])[S:8][C:9]=2[CH3:10])[N:25]=1 |f:2.3|. Procedure: Methyl 4-(2-bromoacetyl)-5-methylthiothiophene-2-carboxylate (60 mg, 0.19 mmol) was allowed to react with 2-fluorophenyl thiourea as described in Example 154, step (a) to give 55.6 mg (70% yield) of methyl 4-{2-[(2-fluorophenyl)amino](1,3-thiazol-4-yl)}-5-methylthiothiophene-2-carboxylate hydrobromide. 1H NMR (DMSO-d6, 300 MHz) δ2.68 (s, 3H), 3.83 (s, 3H), 6.96-7.04 (m, 1H), 7.14-7.29 (m, 3H), 7.35 (s, 1H), 8.06, 8.14 (s, 1H rotomer), 8.53, 8.8.68 (td, 1H rotomer, J=1.5, 8.5 Hz), 10.14, 10.30 (s... Reactants: O=C(Cl)c1ccccc1, CC(CO[Si](C(C)C)(C(C)C)C(C)C)C1CCC2C3CC=C4C(C)(C)C(O)CCC4(C)C3CCC12C. Product: CC(CO[Si](C(C)C)(C(C)C)C(C)C)C1CCC2C3CC=C4C(C)(C)C(OC(=O)c5ccccc5)CCC4(C)C3CCC12C. As a reaction SMILES: [C:1]([c:2]1[cH:3][cH:4][cH:5][cH:6][cH:7]1)(=[O:8])[Cl:9].[CH3:10][C:11]1([CH3:45])[C:12]2=[CH:13][CH2:14][CH:15]3[CH:16]4[CH2:17][CH2:18][CH:19]([CH:20]([CH3:21])[CH2:22][O:23][Si:24]([CH:25]([CH3:26])[CH3:27])([CH:28]([CH3:29])[CH3:30])[CH:31]([CH3:32])[CH3:33])[C:34]4([CH3:44])[CH2:35][CH2:36][CH:37]3[C:38]2([CH3:43])[CH2:39][CH2:40][CH:41]1[OH:42]>>[C:1]([c:2]1[cH:3][cH:4][cH:5][cH:6][cH:7]1)(=[O:8])[O:42][CH:41]1[C:11]([CH3:10])([CH3:45])[C:12]2=[CH:13][CH2:14][CH:15]3[CH:16]4[CH2:17][CH2:18][CH:19]([CH:20]([CH3:21])[CH2:22][O:23][Si:24]([CH:25]([CH3:26])[CH3:27])([CH:28]([CH3:29])[CH3:30])[CH:31]([CH3:32])[CH3:33])[C:34]4([CH3:44])[CH2:35][CH2:36][CH:37]3[C:38]2([CH3:43])[CH2:39][CH2:40]1. The reactants are CI, CN(C)C=O, O=C1Nc2ccccc2C2(CCN(C3CCCCCC3)CC2)O1, Cl, [H-], [Na+], O. Product: CN1C(=O)OC2(CCN(C3CCCCCC3)CC2)c2ccccc21. Reaction SMILES: [CH3:27][I:28].[CH3:29][N:30]([CH3:31])[CH:32]=[O:33].[CH:2]1([N:9]2[CH2:10][CH2:11][C:12]3([c:13]4[c:14]([cH:19][cH:20][cH:21][cH:22]4)[NH:15][C:16](=[O:18])[O:17]3)[CH2:23][CH2:24]2)[CH2:3][CH2:4][CH2:5][CH2:6][CH2:7][CH2:8]1.[ClH:1].[H-:25].[Na+:26].[OH2:34]>>[CH:2]1([N:9]2[CH2:10][CH2:11][C:12]3([c:13]4[c:14]([cH:19][cH:20][cH:21][cH:22]4)[N:15]([CH3:27])[C:16](=[O:18])[O:17]3)[CH2:23][CH2:24]2)[CH2:3][CH2:4][CH2:5][CH2:6][CH2:7][CH2:8]1. As a reaction SMILES: [O:1]1[CH:5]=[CH:4][C:3]([C:6]([O:8]CC)=O)=[CH:2]1.[NH2:11][C:12]1[CH:26]=[CH:25][CH:24]=[CH:23][C:13]=1[CH2:14][CH2:15][CH:16]1[CH2:21][CH2:20][CH2:19][CH2:18][N:17]1[CH3:22]>>[CH3:22][N:17]1[CH2:18][CH2:19][CH2:20][CH2:21][CH:16]1[CH2:15][CH2:14][C:13]1[CH:23]=[CH:24][CH:25]=[CH:26][C:12]=1[NH:11][C:6]([C:3]1[CH:4]=[CH:5][O:1][CH:2]=1)=[O:8]. The reactants are O1C=C(C=C1)C(=O)OCC (ethyl furan-3-carboxylate), NC1=C(CCC2N(CCCC2)C)C=CC=C1 (2-(2-aminophenethyl)-1-methylpiperidine). Reported procedure: Reaction of ethyl furan-3-carboxylate prepared by the method of Boyd et al, Synthesis, 545, (Oct. 1971) with 2-(2-aminophenethyl)-1-methylpiperidine according to the procedure of Example 115 provides 2'-[2-(1-methyl-2-piperidyl)ethyl]-3-furancarboxanilide, m.p. 114.5°-115.5° C (corr.), from isopropyl ether and then ethyl acetate. Yields the product CN1C(CCCC1)CCC1=C(NC(=O)C2=COC=C2)C=CC=C1 (2'-[2-(1-methyl-2-piperidyl)ethyl]-3-furancarboxanilide).